Dataset: the Open Reaction Database (ORD), a public repository of structured organic reaction records. Task: describe an organic reaction: reactants, conditions, products, and yield Starting materials: C[Si](C)(C)CCOCCl, [H-], [Na+], c1nc2nc(N3CCOCC3)nc(N3CCOCC3)c2[nH]1, CN(C)C=O, O. Yields the product C[Si](C)(C)CCOCn1cnc2nc(N3CCOCC3)nc(N3CCOCC3)c21. As a reaction SMILES: [CH3:24][Si:25]([CH2:26][CH2:27][O:28][CH2:29][Cl:30])([CH3:31])[CH3:32].[H-:23].[Na+:22].[O:1]1[CH2:2][CH2:3][N:4]([c:7]2[n:8][c:9]([N:16]3[CH2:17][CH2:18][O:19][CH2:20][CH2:21]3)[c:10]3[nH:11][cH:12][n:13][c:14]3[n:15]2)[CH2:5][CH2:6]1.[O:34]=[CH:35][N:36]([CH3:37])[CH3:38].[OH2:33]>>[O:1]1[CH2:2][CH2:3][N:4]([c:7]2[n:8][c:9]([N:16]3[CH2:17][CH2:18][O:19][CH2:20][CH2:21]3)[c:10]3[n:11]([CH2:29][O:28][CH2:27][CH2:26][Si:25]([CH3:24])([CH3:31])[CH3:32])[cH:12][n:13][c:14]3[n:15]2)[CH2:5][CH2:6]1. Starting materials: CCO, CN(C)CC(=O)Nc1ccc(F)c([N+](=O)[O-])c1. Product: CN(C)CC(=O)Nc1ccc(F)c(N)c1. RXN SMILES: [CH3:18][CH2:19][OH:20].[F:1][c:2]1[c:3]([N+:15]([O-:16])=[O:17])[cH:4][c:5]([NH:8][C:9]([CH2:10][N:11]([CH3:12])[CH3:13])=[O:14])[cH:6][cH:7]1>>[F:1][c:2]1[c:3]([NH2:15])[cH:4][c:5]([NH:8][C:9]([CH2:10][N:11]([CH3:12])[CH3:13])=[O:14])[cH:6][cH:7]1. The reactants are O=C([O-])[O-], CI, CN(C)C=O, COC(=O)c1cc(I)ccc1O, [K+], [K+]. Product: COC(=O)c1cc(I)ccc1OC. As a reaction SMILES: [C:15](=[O:16])([O-:17])[O-:18].[CH3:1][I:2].[CH3:21][N:22]([CH3:23])[CH:24]=[O:25].[I:3][c:4]1[cH:5][cH:6][c:7]([OH:14])[c:8]([C:9](=[O:10])[O:11][CH3:12])[cH:13]1.[K+:19].[K+:20]>>[I:3][c:4]1[cH:5][cH:6][c:7]([O:14][CH3:15])[c:8]([C:9](=[O:10])[O:11][CH3:12])[cH:13]1. The reactants are C(=O)([O-])[O-].[Na+].[Na+] (Na2CO3), C(C1=CC=CC=C1)OC=1C(=CC2=CC(=CC=C2C1)Br)N1CC(NS1(=O)=O)=O (5-(3-Benzyloxy-7-bromonaphthalen-2-yl)-1,1-dioxo-1,2,5-thiadiazolidin-3-one), C(CCC)OB(OCCCC)C=C (vinylboronic acid dibutyl ester), tetrakistriphenylphosphine palladium. Solvent: COCCOC (DME). Reaction conditions: temperature 110 celsius, time 10 minute. Yields the product C(C1=CC=CC=C1)OC=1C(=CC2=CC(=CC=C2C1)C=C)N1CC(NS1(=O)=O)=O (5-(3-Benzyloxy-7-vinylnaphthalen-2-yl)-1,1-dioxo-1,2,5-thiadiazolidin-3-one). RXN SMILES: [CH2:1]([O:8][C:9]1[C:10]([N:20]2[S:24](=[O:26])(=[O:25])[NH:23][C:22](=[O:27])[CH2:21]2)=[CH:11][C:12]2[C:17]([CH:18]=1)=[CH:16][CH:15]=[C:14](Br)[CH:13]=2)[C:2]1[CH:7]=[CH:6][CH:5]=[CH:4][CH:3]=1.[CH2:28](OB(C=C)OCCCC)[CH2:29]CC.C([O-])([O-])=O.[Na+].[Na+]>COCCOC>[CH2:1]([O:8][C:9]1[C:10]([N:20]2[S:24](=[O:26])(=[O:25])[NH:23][C:22](=[O:27])[CH2:21]2)=[CH:11][C:12]2[C:17]([CH:18]=1)=[CH:16][CH:15]=[C:14]([CH:28]=[CH2:29])[CH:13]=2)[C:2]1[CH:7]=[CH:6][CH:5]=[CH:4][CH:3]=1 |f:2.3.4|. Procedure: To a microwave vial containing 5-(3-benzyloxy-7-bromonaphthalen-2-yl)-1,1-dioxo-1,2,5-thiadiazolidin-3-one (Example 3, step D) (0.21 g, 0.46 mmol), vinylboronic acid dibutyl ester (0.20 mL, 0.92 mmol), and PS-tetrakistriphenylphosphine palladium (0.36 mg, 0.046 mmol) in DME (4 mL) is added Na2CO3 (2.0M, 0.92 mL, 1.83 mmol). This is stirred in the microwave at 110° C. for 10 min, at which time LC/MS reveals complete conversion to the desired product. The resin-bound palladium is removed by filtra... Starting materials: NC1=CC=C(CN(C2=CC=CC=C2)CC2=CC=C(/C=C/[C@H]3N(CCC3)C(=O)OC(C)(C)C)C=C2)C=C1 ((S,E)-tert-butyl 2-(4-(((4-aminobenzyl)(phenyl)amino)methyl)styryl)pyrrolidine-1-carboxylate), C(C)(C)(C)OC(=O)N1[C@@H](CCC1)C(=O)O ((S)-1-(tert-butoxycarbonyl)pyrrolidine-2-carboxylic acid). The product is C(C)(C)(C)OC(=O)N1[C@@H](CCC1)/C=C/C1=CC=C(CN(C2=CC=CC=C2)CC2=CC=C(C=C2)NC(=O)[C@H]2N(CCC2)C(=O)OC(C)(C)C)C=C1 ((S)-tert-butyl 2-(4-(((4-((E)-2-((S)-1-(tert-butoxycarbonyl)pyrrolidin-2-yl)vinyl)benzyl)(phenyl)amino)methyl)phenylcarbamoyl)pyrrolidine-1-carboxylate). Procedure: The product from Example 149F (700 mg, 1.45 mmol) and (S)-1-(tert-butoxycarbonyl)pyrrolidine-2-carboxylic acid (374 mg, 1.74 mmol) were processed using the method described in Example 43 to afford 240 mg (23%) of the title compound. 1H NMR (500 MHz, DMSO-D6) δ ppm 9.92 (s, 1H), 7.52 (d, J=8.4 Hz, 2H), 7.34 (d, J=7.9 Hz, 2H), 7.18 (m, 4H), 7.07 (m, 2H), 6.64 (d, J=8.1 Hz, 2H), 6.55 (t, J=7.7 Hz, 1H), 6.31 (d, J=15.6 Hz, 1H), 6.14 (dd, J=15.5, 6.5 Hz, 1H), 4.63 (s, 2H), 4.60 (s, 2H), 4.22 (m, 1H),... RXN SMILES: [NH2:1][C:2]1[CH:36]=[CH:35][C:5]([CH2:6][N:7]([CH2:14][C:15]2[CH:34]=[CH:33][C:18](/[CH:19]=[CH:20]/[C@@H:21]3[CH2:25][CH2:24][CH2:23][N:22]3[C:26]([O:28][C:29]([CH3:32])([CH3:31])[CH3:30])=[O:27])=[CH:17][CH:16]=2)[C:8]2[CH:13]=[CH:12][CH:11]=[CH:10][CH:9]=2)=[CH:4][CH:3]=1.[C:37]([O:41][C:42]([N:44]1[CH2:48][CH2:47][CH2:46][C@H:45]1[C:49](O)=[O:50])=[O:43])([CH3:40])([CH3:39])[CH3:38]>>[C:29]([O:28][C:26]([N:22]1[CH2:23][CH2:24][CH2:25][C@H:21]1/[CH:20]=[CH:19]/[C:18]1[CH:33]=[CH:34][C:15]([CH2:14][N:7]([CH2:6][C:5]2[CH:35]=[CH:36][C:2]([NH:1][C:49]([C@@H:45]3[CH2:46][CH2:47][CH2:48][N:44]3[C:42]([O:41][C:37]([CH3:40])([CH3:39])[CH3:38])=[O:43])=[O:50])=[CH:3][CH:4]=2)[C:8]2[CH:9]=[CH:10][CH:11]=[CH:12][CH:13]=2)=[CH:16][CH:17]=1)=[O:27])([CH3:31])([CH3:32])[CH3:30]. The yield is 24.3%.